This data is from the Open Reaction Database (ORD), a public repository of structured organic reaction records. The task is: describe an organic reaction: reactants, conditions, products, and yield Starting materials: O=C1CCC(=O)N1Br, O=C(OOC(=O)c1ccccc1)c1ccccc1, ClC(Cl)(Cl)Cl, Cc1ccc(F)cc1I. Product: Fc1ccc(CBr)c(I)c1. As a reaction SMILES: [Br:10][N:11]1[C:12](=[O:13])[CH2:14][CH2:15][C:16]1=[O:17].[C:18]([O:19][O:20][C:21](=[O:22])[c:23]1[cH:24][cH:25][cH:26][cH:27][cH:28]1)(=[O:29])[c:30]1[cH:31][cH:32][cH:33][cH:34][cH:35]1.[C:36]([Cl:37])([Cl:38])([Cl:39])[Cl:40].[F:1][c:2]1[cH:3][c:4]([I:9])[c:5]([CH3:8])[cH:6][cH:7]1>>[F:1][c:2]1[cH:3][c:4]([I:9])[c:5]([CH2:8][Br:10])[cH:6][cH:7]1. The reactants are BrCC1=CC=C(C=C1)C1=NC=CC=C1 (2-[4-(bromomethyl)phenyl]pyridine), LiOH monohydrate, O1[C@@H](C1)[C@H](CC1=CC=CC=C1)NC(OC(C)(C)C)=O (tert-Butyl (1S)-1-[(2R)-oxiran-2-yl]-2-phenylethylcarbamate), C(CC(=O)OCC)(=O)OCC (diethyl malonate), [O-]CC.[Na+] (sodium ethoxide), Cl (HCl). The reagents and catalysts are C(CC(=O)OCC)(=O)OCC (diethyl malonate). Run in C(C)O (ethanol), O (water), C(C)O (ethanol). Conditions: temperature 25 celsius, time 2 hour. Yields the product O=C1C(C[C@H](O1)[C@H](CC1=CC=CC=C1)NC(OC(C)(C)C)=O)CC1=CC=C(C=C1)C1=NC=CC=C1 (tert-butyl(1S)-1-{(2S)-5-oxo-4-[4-(2-pyridinyl)benzyl]tetrahydro-2-furanyl}-2-phenylethylcarbamate). RXN SMILES: [O:1]1[CH2:3][C@H:2]1[C@@H:4]([NH:12][C:13](=[O:19])[O:14][C:15]([CH3:18])([CH3:17])[CH3:16])[CH2:5][C:6]1[CH:11]=[CH:10][CH:9]=[CH:8][CH:7]=1.C(OCC)(=O)CC(OCC)=O.[O-:31][CH2:32][CH3:33].[Na+].Br[CH2:36][C:37]1[CH:42]=[CH:41][C:40]([C:43]2[CH:48]=[CH:47][CH:46]=[CH:45][N:44]=2)=[CH:39][CH:38]=1.Cl>C(O)C.O.C(OCC)(=O)CC(OCC)=O>[O:31]=[C:32]1[O:1][C@H:2]([C@@H:4]([NH:12][C:13](=[O:19])[O:14][C:15]([CH3:18])([CH3:17])[CH3:16])[CH2:5][C:6]2[CH:11]=[CH:10][CH:9]=[CH:8][CH:7]=2)[CH2:3][CH:33]1[CH2:36][C:37]1[CH:38]=[CH:39][C:40]([C:43]2[CH:48]=[CH:47][CH:46]=[CH:45][N:44]=2)=[CH:41][CH:42]=1 |f:2.3|. Procedure: A solution of tert-Butyl (1S)-1-[(2R)-oxiran-2-yl]-2-phenylethylcarbamate (10.0 g, 38.0 mmol) and diethyl malonate (5.8 ml, 38.2 mmol) in ethanol (30 mL) at 0° C. was treated with sodium ethoxide (17 mL, 21% in ethanol) over 10 minutes. The reaction was warmed to 25° C. and stirred for 2 hours, treated with additional diethyl malonate (0.58 mL, 3.4 mmol) and stirred for 1 hour. The reaction was cooled to 0° C., and solid 2-[4-(bromomethyl)phenyl]pyridine (9.43 g, 38.0 mmol) was added in four inc... Reactants: O (Water), N1C=NC=C1 (Imidazole), C(C)(C)(C)[Si](C)(C)Cl (tert-butylchlorodimethylsilane), BrC1=CC=C(C=C1)O (4-Bromophenol). Solvent: CN(C=O)C (N,N-dimethylformamide). Reaction conditions: time 8 hour. Yields the product BrC1=CC=C(O[Si](C)(C)C(C)(C)C)C=C1 ((4-bromo-phenoxy)-tert-butyl-dimethyl-silane). The yield is 95.5%. As a reaction SMILES: [Br:1][C:2]1[CH:7]=[CH:6][C:5]([OH:8])=[CH:4][CH:3]=1.N1C=CN=C1.[C:14]([Si:18](Cl)([CH3:20])[CH3:19])([CH3:17])([CH3:16])[CH3:15].O>CN(C)C=O>[Br:1][C:2]1[CH:7]=[CH:6][C:5]([O:8][Si:18]([C:14]([CH3:17])([CH3:16])[CH3:15])([CH3:20])[CH3:19])=[CH:4][CH:3]=1. Reported procedure: 4-Bromophenol (1.00 g) was dissolved in N,N-dimethylformamide (20 ml) to prepare a solution. Imidazole (0.95 g) and tert-butylchlorodimethylsilane (1.05 g) were added to the solution, and the mixture was stirred at room temperature overnight. Water was added to the reaction solution, and the mixture was extracted with ethyl acetate. The ethyl acetate layer was then washed with water and saturated brine and was dried over anhydrous sodium sulfate. The solvent was removed by distillation under the... Starting materials: CC(C)(C)ON=O, C=CC#N, CC#N, [Cl-], O=C(c1ccccc1)c1cc(Cl)ccc1Cl, Cl, O. The product is N#CC(Cl)Cc1ccc(Cl)cc1C(=O)c1ccccc1. RXN SMILES: [C:2]([O:3][N:4]=[O:5])([CH3:6])([CH3:7])[CH3:8].[CH2:9]=[CH:10][C:11]#[N:12].[CH3:29][C:30]#[N:31].[Cl-:1].[Cl:13][c:14]1[c:15]([C:16](=[O:17])[c:18]2[cH:19][cH:20][cH:21][cH:22][cH:23]2)[cH:24][c:25]([Cl:28])[cH:26][cH:27]1.[ClH:32].[OH2:33]>>[Cl:1][CH:10]([CH2:9][c:14]1[c:15]([C:16](=[O:17])[c:18]2[cH:19][cH:20][cH:21][cH:22][cH:23]2)[cH:24][c:25]([Cl:28])[cH:26][cH:27]1)[C:11]#[N:12]. Reactants: [H-].[Na+] (NaH), ClCC1OC1 ((Chloromethyl)-oxirane), O (Water), Cl.ClC1=NC=CC=C1O (2-chloro-3-pyridinol hydrochloride). Run in CN(C)C=O (DMF), CN(C)C=O (DMF), CN(C)C=O (DMF). Reaction conditions: time 30 minute. Product: ClC1=NC=CC=C1OCC1OC1 (2-chloro-3-(oxiranylmethoxy)-pyridine). Yield: 194.4%. RXN SMILES: Cl.[Cl:2][C:3]1[C:8]([OH:9])=[CH:7][CH:6]=[CH:5][N:4]=1.[H-].[Na+].Cl[CH2:13][CH:14]1[CH2:16][O:15]1.O>CN(C=O)C>[Cl:2][C:3]1[C:8]([O:9][CH2:13][CH:14]2[CH2:16][O:15]2)=[CH:7][CH:6]=[CH:5][N:4]=1 |f:0.1,2.3|. Procedure: Reaction was carried out under nitrogen flow. A mixture of 2-chloro-3-pyridinol hydrochloride (1:1) (1.760 mol) in DMF (1000 ml) was added dropwise in 30 minutes to a mixture of NaH 60% (1.934 mol) in DMF (1200 ml) (temperature below 27° C.). The reaction mixture was stirred for 30 minutes. (Chloromethyl)-oxirane (3.530 mol) in DMF (1200 ml) was added dropwise over 30 minutes. The reaction mixture was stirred for 9 hours at 60° C. The mixture was cooled. Water was added dropwise on an ice bath. ... Reactants: C(C)(C)(C)C1=C(C(=CC(=C1)I)I)OC (1-tert-butyl-3,5-diiodo-2-methoxybenzene), C1(=CC=CC=C1)C(=C)B(O)O (1-phenylvinylboronic acid), C([O-])(O)=O.[Na+] (sodium bicarbonate), Cl (HCl). The reagents and catalysts are C=1C=CC(=CC1)[P](C=2C=CC=CC2)(C=3C=CC=CC3)[Pd]([P](C=4C=CC=CC4)(C=5C=CC=CC5)C=6C=CC=CC6)([P](C=7C=CC=CC7)(C=8C=CC=CC8)C=9C=CC=CC9)[P](C=1C=CC=CC1)(C=1C=CC=CC1)C=1C=CC=CC1 (tetrakis(triphenylphosphine)palladium(0)). The solvent is C(OC)COC (dimethoxyethane), O (water). Conditions: temperature 100 celsius. The product is C(C)(C)(C)C1=C(C(=CC(=C1)C(=C)C1=CC=CC=C1)I)OC (1-tert-butyl-3-iodo-2-methoxy-5-(1-phenylvinyl)benzene). RXN SMILES: [C:1]([C:5]1[CH:10]=[C:9](I)[CH:8]=[C:7]([I:12])[C:6]=1[O:13][CH3:14])([CH3:4])([CH3:3])[CH3:2].[C:15]1([C:21](B(O)O)=[CH2:22])[CH:20]=[CH:19][CH:18]=[CH:17][CH:16]=1.C(=O)(O)[O-].[Na+].Cl>C(COC)OC.O.C1C=CC([P]([Pd]([P](C2C=CC=CC=2)(C2C=CC=CC=2)C2C=CC=CC=2)([P](C2C=CC=CC=2)(C2C=CC=CC=2)C2C=CC=CC=2)[P](C2C=CC=CC=2)(C2C=CC=CC=2)C2C=CC=CC=2)(C2C=CC=CC=2)C2C=CC=CC=2)=CC=1>[C:1]([C:5]1[CH:10]=[C:9]([C:21]([C:15]2[CH:20]=[CH:19][CH:18]=[CH:17][CH:16]=2)=[CH2:22])[CH:8]=[C:7]([I:12])[C:6]=1[O:13][CH3:14])([CH3:4])([CH3:3])[CH3:2] |f:2.3,^1:42,44,63,82|. Reported procedure: A solution of 1-tert-butyl-3,5-diiodo-2-methoxybenzene (4.94 g, 11.87 mmol) in dimethoxyethane (50 mL) and water (30 mL) was treated with 1-phenylvinylboronic acid (2.283 g, 15.43 mmol), tetrakis(triphenylphosphine)palladium(0) (0.686 g, 0.593 mmol) and sodium bicarbonate (2.492 g, 29.7 mmol) followed by heating at 100° C. for 3 hours. 1 N HCl was added and the mixture was extracted with ethyl acetate, then dried (Na2SO4), filtered and concentrated in vacuo to give crude product which was purifi... Starting materials: solution one, CCOC(=O)/C=C(\C)/C=C/C=C(\C)/C=C/C=1C(=CC(=C(C1C)C)OC)C (etretinate), [OH-].[K+] (KOH), CC(=O)C (acetone), Cl (HCl). Run in C(C)O (ethanol). Run at time 0.5 day. Yields the product CC1=CC(=C(C(=C1/C=C/C(=C/C=C/C(=C/C(=O)O)/C)/C)C)C)OC (acitretin). The yield is 69.0%. As a reaction SMILES: CC[O:3][C:4](/[CH:6]=[C:7](/[CH:9]=[CH:10]/[CH:11]=[C:12](/[CH:14]=[CH:15]/[C:16]1[C:17]([CH3:26])=[CH:18][C:19]([O:24][CH3:25])=[C:20]([CH3:23])[C:21]=1[CH3:22])\[CH3:13])\[CH3:8])=[O:5].[OH-].[K+].CC(C)=O.Cl>C(O)C>[CH3:26][C:17]1[C:16](/[CH:15]=[CH:14]/[C:12](/[CH3:13])=[CH:11]/[CH:10]=[CH:9]/[C:7](/[CH3:8])=[CH:6]/[C:4]([OH:5])=[O:3])=[C:21]([CH3:22])[C:20]([CH3:23])=[C:19]([O:24][CH3:25])[CH:18]=1 |f:1.2|. Procedure details: Acitretin was obtained by stirring the contents of thirty 25 mg capsules of etretinate in ethyl acetate for 4 days, filtering and concentrating to dryness to give recovery of greater than 90% of the theoretical quantity of etretinate. This etretinate was then dissolved in 20 ml of ethanol, 3 ml of 4N KOH, and enough acetone to make the solution one phase. The solution was stirred at room temperature for 2 1/2 days, acidified to pH 3 with 3N HCl, and extracted with ethyl acetate. The ethyl acetat... Starting materials: compound, C(C1=CC=CC=C1)SC1=CC(=C(N)C=C1)F (4-(benzylsulfanyl)-2-fluoroaniline), C(C)OC=C(C(=O)OCC)C(=O)OCC (diethyl ethoxymethylenemalonate), CCCCCCC (heptane). The solvent is C1(=CC=CC=C1)OC1=CC=CC=C1 (diphenyl ether). Reaction conditions: temperature 135 celsius, time 90 minute. Yields the product C(C1=CC=CC=C1)SC=1C=C2C(=C(C=NC2=C(C1)F)C(=O)OCC)O (ethyl 6-(benzylsulfanyl)-8-fluoro-4-hydroxy-3-quinolinecarboxylate). As a reaction SMILES: [CH2:1]([S:8][C:9]1[CH:15]=[CH:14][C:12]([NH2:13])=[C:11]([F:16])[CH:10]=1)[C:2]1[CH:7]=[CH:6][CH:5]=[CH:4][CH:3]=1.C([O:19][CH:20]=[C:21]([C:27](OCC)=O)[C:22]([O:24][CH2:25][CH3:26])=[O:23])C.CCCCCCC>C1(OC2C=CC=CC=2)C=CC=CC=1>[CH2:1]([S:8][C:9]1[CH:15]=[C:14]2[C:12](=[C:11]([F:16])[CH:10]=1)[N:13]=[CH:27][C:21]([C:22]([O:24][CH2:25][CH3:26])=[O:23])=[C:20]2[OH:19])[C:2]1[CH:3]=[CH:4][CH:5]=[CH:6][CH:7]=1. Procedure: A neat mixture of 3.58 g of compound of 4-(benzylsulfanyl)-2-fluoroaniline and 3.48 g of diethyl ethoxymethylenemalonate is heated at 135° C. under a slow argon sweep for 1 h, then diluted with 25 mL of diphenyl ether and heated to 260° C., with maintenance of the argon sweep, and kept at that temperature for 90 min. The mixture is then cooled to ca 100° C. and added to 300 mL of stirred heptane. The precipitate is filtered, washed with heptane, and dried in vacuo to provide 4.01 g of ethyl 6-(b... Starting materials: NC1=CC(=C(C(=O)NCC2CCN(CC2)CCCCCCN)C=C1Cl)OC (4-Amino-N-(1-(6-aminohexyl)piperidin-4-ylmethyl)-5-chloro-2-methoxybenzamide), CC1=CC=C(C=O)C=C1 (4-methylbenzaldehyde). The product is NC1=CC(=C(C(=O)NCC2CCN(CC2)CCCCCCNCC2=CC=C(C=C2)C)C=C1Cl)OC (4-amino-5-chloro-2-methoxy-N-((1-(6-(4-methylbenzylamino)hexyl)piperidin-4-yl)methyl)benzamide). Yield: 42.4%. RXN SMILES: [NH2:1][C:2]1[C:24]([Cl:25])=[CH:23][C:5]([C:6]([NH:8][CH2:9][CH:10]2[CH2:15][CH2:14][N:13]([CH2:16][CH2:17][CH2:18][CH2:19][CH2:20][CH2:21][NH2:22])[CH2:12][CH2:11]2)=[O:7])=[C:4]([O:26][CH3:27])[CH:3]=1.[CH3:28][C:29]1[CH:36]=[CH:35][C:32]([CH:33]=O)=[CH:31][CH:30]=1>>[NH2:1][C:2]1[C:24]([Cl:25])=[CH:23][C:5]([C:6]([NH:8][CH2:9][CH:10]2[CH2:11][CH2:12][N:13]([CH2:16][CH2:17][CH2:18][CH2:19][CH2:20][CH2:21][NH:22][CH2:28][C:29]3[CH:36]=[CH:35][C:32]([CH3:33])=[CH:31][CH:30]=3)[CH2:14][CH2:15]2)=[O:7])=[C:4]([O:26][CH3:27])[CH:3]=1. Procedure: 4-Amino-N-(1-(6-aminohexyl)piperidin-4-ylmethyl)-5-chloro-2-methoxybenzamide (2.0 g) as starting compound and 4-methylbenzaldehyde (0.66 g) were reacted and treated in the same manner as in Example 121 to give 1.07 g of 4-amino-5-chloro-2-methoxy-N-((1-(6-(4-methylbenzylamino)hexyl)piperidin-4-yl)methyl)benzamide.